This data is from the Open Reaction Database (ORD), a public repository of structured organic reaction records. The task is: describe an organic reaction: reactants, conditions, products, and yield Starting materials: N1=CC=CC2=CC=CC(=C12)NC=1C=C2C=CC=NC2=CC1 (N-quinolin-8-ylquinolin-6-amine). The product is N1CCCC2=CC=CC(=C12)NC=1C=C2CCCNC2=CC1 (N-(1,2,3,4-tetrahydroquinolin-8-yl)-1,2,3,4-tetrahydroquinolin-6-amine). Reported procedure: A solution of 3.68 grams of N-quinolin-8-ylquinolin-6-amine from above in 60 mL of acetic acid containing 0.22 grams of platinum(IV) oxide was hydrogenated at 40 psi for 2.0 hours on a Parr low-pressure hydrogenator. The solution was filtered through diatomaceous earth; concentrated in vacuo; and neutralized with 3N aqueous sodium hydroxide. The aqueous phase was diluted with water and extracted three times with ethyl acetate. The combined ethyl acetate layers were washed with brine; dried over ... RXN SMILES: [N:1]1[C:10]2[C:5](=[CH:6][CH:7]=[CH:8][C:9]=2[NH:11][C:12]2[CH:13]=[C:14]3[C:19](=[CH:20][CH:21]=2)[N:18]=[CH:17][CH:16]=[CH:15]3)[CH:4]=[CH:3][CH:2]=1>C(O)(=O)C.[Pt](=O)=O>[NH:1]1[C:10]2[C:5](=[CH:6][CH:7]=[CH:8][C:9]=2[NH:11][C:12]2[CH:13]=[C:14]3[C:19](=[CH:20][CH:21]=2)[NH:18][CH2:17][CH2:16][CH2:15]3)[CH2:4][CH2:3][CH2:2]1. The reagents and catalysts are [Pt](=O)=O (platinum(IV) oxide). Isolated yield 42.2%. Solvent: C(C)(=O)O (acetic acid). Reactants: C(=O)OCCCN1C(N(C2=C(C1=O)C(=C(C=N2)OC=2C=NC(=CC2)C(F)(F)F)CC2=CC=C(C=C2)Cl)C)=O (3-(5-(4-chlorobenzyl)-1-methyl-2,4-dioxo-6-(6-(trifluoromethyl)pyridin-3-yloxy)-1,2-dihydropyrido[2,3-d]pyrimidin-3(4H)-yl)propyl formate), O[Li].O (LiOH.H2O). The solvent is C1CCOC1 (THF), O (water), CC(OCC)=O (EA), O (water). Run at time 30 minute. The product is ClC1=CC=C(CC2=C(C=NC=3N(C(N(C(C32)=O)CCCO)=O)C)OC=3C=NC(=CC3)C(F)(F)F)C=C1 (5-(4-chlorobenzyl)-3-(3-hydroxypropyl)-1-methyl-6-(6-(trifluoromethyl)pyridin-3-yloxy)pyrido[2,3-d]pyrimidine-2,4(1H,3H)-dione). Isolated yield 34.7%. RXN SMILES: C([O:3][CH2:4][CH2:5][CH2:6][N:7]1[C:12](=[O:13])[C:11]2[C:14]([CH2:29][C:30]3[CH:35]=[CH:34][C:33]([Cl:36])=[CH:32][CH:31]=3)=[C:15]([O:18][C:19]3[CH:20]=[N:21][C:22]([C:25]([F:28])([F:27])[F:26])=[CH:23][CH:24]=3)[CH:16]=[N:17][C:10]=2[N:9]([CH3:37])[C:8]1=[O:38])=O.O[Li].O>C1COCC1.O.CC(=O)OCC>[Cl:36][C:33]1[CH:32]=[CH:31][C:30]([CH2:29][C:14]2[C:11]3[C:12](=[O:13])[N:7]([CH2:6][CH2:5][CH2:4][OH:3])[C:8](=[O:38])[N:9]([CH3:37])[C:10]=3[N:17]=[CH:16][C:15]=2[O:18][C:19]2[CH:20]=[N:21][C:22]([C:25]([F:27])([F:26])[F:28])=[CH:23][CH:24]=2)=[CH:35][CH:34]=1 |f:1.2|. Reported procedure: To a solution of 3-(5-(4-chlorobenzyl)-1-methyl-2,4-dioxo-6-(6-(trifluoromethyl)pyridin-3-yloxy)-1,2-dihydropyrido[2,3-d]pyrimidin-3(4H)-yl)propyl formate (20 mg, 0.036 mmol) in THF (2 mL) and water (2 mL) was added LiOH.H2O (4.6 mg, 0.109 mmol). The reaction was stirred at RT for 30 min then diluted with EA (10 mL) and water (10 mL). The organic layer was dried over Na2SO4 filtered and concentrated to a residue which was purified by Prep HPLC to give 5-(4-chlorobenzyl)-3-(3-hydroxypropyl)-1-met...